From a dataset of the Open Reaction Database (ORD), a public repository of structured organic reaction records. describe an organic reaction: reactants, conditions, products, and yield Reactants: COC(=O)C=1[C@H]2CC[C@@H](CC1C1=CC=C(C=C1)O)N2C(=O)OC(C)(C)C ((rac.)-(1R*,5S*)-3-(4-Hydroxy-phenyl)-8-aza-bicyclo[3.2.1]oct-2-ene-2,8-dicarboxylic Acid 8-tert-butyl Ester 2-methyl Ester), ClC1=C(C(=CC=C1F)F)C1=NOC(=C1)CO ([3-(2-chloro-3,6-difluoro-phenyl)-isoxazol-5-yl]-methanol), C1CCN(CC1)C(=O)N=NC(=O)N2CCCCC2 (ADDP), P(CCCC)(CCCC)CCCC (PBu3). Run in C1(=CC=CC=C1)C (toluene). Yields the product COC(=O)C=1[C@H]2CC[C@@H](CC1C1=CC=C(C=C1)OCC1=CC(=NO1)C1=C(C(=CC=C1F)F)Cl)N2C(=O)OC(C)(C)C ((rac.)-(1R*,5S*)-3-{4-[3-(2-Chloro-3,6-difluoro-phenyl)-isoxazol-5-ylmethoxy]-phenyl}-8-aza-bicyclo[3.2.1]oct-2-ene-2,8-dicarboxylic Acid 8-tert-butyl Ester 2-methyl Ester). Yield: 99.1%. As a reaction SMILES: [CH3:1][O:2][C:3]([C:5]1[C@@H:6]2[N:19]([C:20]([O:22][C:23]([CH3:26])([CH3:25])[CH3:24])=[O:21])[C@H:9]([CH2:10][C:11]=1[C:12]1[CH:17]=[CH:16][C:15]([OH:18])=[CH:14][CH:13]=1)[CH2:8][CH2:7]2)=[O:4].[Cl:27][C:28]1[C:33]([F:34])=[CH:32][CH:31]=[C:30]([F:35])[C:29]=1[C:36]1[CH:40]=[C:39]([CH2:41]O)[O:38][N:37]=1.C1CCN(C(N=NC(N2CCCCC2)=O)=O)CC1.P(CCCC)(CCCC)CCCC>C1(C)C=CC=CC=1>[CH3:1][O:2][C:3]([C:5]1[C@@H:6]2[N:19]([C:20]([O:22][C:23]([CH3:26])([CH3:25])[CH3:24])=[O:21])[C@H:9]([CH2:10][C:11]=1[C:12]1[CH:13]=[CH:14][C:15]([O:18][CH2:41][C:39]3[O:38][N:37]=[C:36]([C:29]4[C:30]([F:35])=[CH:31][CH:32]=[C:33]([F:34])[C:28]=4[Cl:27])[CH:40]=3)=[CH:16][CH:17]=1)[CH2:8][CH2:7]2)=[O:4]. Procedure details: A mixture of compound B4 (6.80 g, 18.9 mmol), [3-(2-chloro-3,6-difluoro-phenyl)-isoxazol-5-yl]-methanol (6.97 g, 28.3 mmol), ADDP (9.55 g, 37.8 mmol) and PBu3 (85%, 13.8 mL, 56.6 mmol) in toluene (280 mL) was heated to reflux for 1 h. The mixture was allowed to cool to rt, and the solvents were removed under reduced pressure. Purification of the residue by FC (EtOAc/heptane 1:1) yielded the title compound (11.0 g, 99%). LC-MS: tR=1.14 min; ES+: 587.30. The reactants are S(O)(=O)(=O)F (fluorosulfuric acid), O1CCCC1 (tetrahydrofuran). Reaction conditions: temperature 20 celsius. Yields the product CCCCO[C@@H](CC)CO (PTMG). Reaction SMILES: S(F)(=O)(=O)O.[O:6]1[CH2:10][CH2:9][CH2:8][CH2:7]1>>[CH3:7][CH2:8][CH2:9][CH2:10][O:6][C@H:9]([CH2:10][OH:6])[CH2:8][CH3:7]. Reported procedure: In the experiment in Example 7, fluorosulfuric acid was added to tetrahydrofuran while maintaining the latter at 20° C. and they were reacted at the same temperature for 6 hours and then treated in the same manner as in Example 7 to obtain colorless PTMG. The final conversion was 67%, and the obtained PTMG had a number-average molecular weight of 1,930, a hydroxyl number of 58 and a functionality of 2.0. The catalytic efficiency β was 0.87. Starting materials: ClC1=C(SC(=C1)Cl)C1CC(C=2C(=CC=NC2C1)C)=NNC(=N)N ((±)-7-(3,5-dichlorothiophen-2-yl)-5-guanidinoimino-4-methyl-5,6,7,8-tetrahydroquinoline), N1[C@@H](CCC1=O)C(=O)O (L-pyroglutamic acid). The solvent is C(C)O (ethanol), C(C)O (ethanol). Reaction conditions: time 6 hour. The product is N1[C@@H](CCC1=O)C(=O)O.ClC1=C(SC(=C1)Cl)C1CC(C=2C(=CC=NC2C1)C)=NNC(=N)N ((+)-7-(3,5-dichlorothiophen-2-yl)-5-guanidinoimino-4-methyl-5,6,7,8-tetrahydroquinoline L-pyroglutamate). Yield: 55.6%. Reaction SMILES: [Cl:1][C:2]1[CH:6]=[C:5]([Cl:7])[S:4][C:3]=1[CH:8]1[CH2:17][C:16]2[N:15]=[CH:14][CH:13]=[C:12]([CH3:18])[C:11]=2[C:10](=[N:19][NH:20][C:21]([NH2:23])=[NH:22])[CH2:9]1.[NH:24]1[C:28](=[O:29])[CH2:27][CH2:26][C@H:25]1[C:30]([OH:32])=[O:31]>C(O)C>[NH:24]1[C:28](=[O:29])[CH2:27][CH2:26][C@H:25]1[C:30]([OH:32])=[O:31].[Cl:1][C:2]1[CH:6]=[C:5]([Cl:7])[S:4][C:3]=1[CH:8]1[CH2:17][C:16]2[N:15]=[CH:14][CH:13]=[C:12]([CH3:18])[C:11]=2[C:10](=[N:19][NH:20][C:21]([NH2:23])=[NH:22])[CH2:9]1 |f:3.4|. Reported procedure: To a solution of (±)-7-(3,5-dichlorothiophen-2-yl)-5-guanidinoimino-4-methyl-5,6,7,8-tetrahydroquinoline (1.6 g) in ethanol (10 ml) was added a solution of L-pyroglutamic acid (0.56 g) in ethanol (2 ml) at 80° C., and the mixture was gradually cooled to room temperature and stirred at room temperature for 6 hours. The resulting crystals were filtered and washed with ethanol to give (+)-7-(3,5-dichlorothiophen-2-yl)-5-guanidinoimino-4-methyl-5,6,7,8-tetrahydroquinoline L-pyroglutamate (1.2 g). Sa... RXN SMILES: [CH2:21]1[CH2:22][CH2:23][NH:24][CH2:25][CH2:26]1.[CH3:1][n:2]1[c:3](=[O:20])[cH:4][c:5]([C:16]([F:17])([F:18])[F:19])[c:6]2[cH:7][c:8]([S:12](=[O:13])(=[O:14])[Cl:15])[cH:9][cH:10][c:11]12.[CH3:32][CH2:33][O:34][C:35]([CH3:36])=[O:37].[O:27]=[CH:28][N:29]([CH3:30])[CH3:31]>>[CH3:1][n:2]1[c:3](=[O:20])[cH:4][c:5]([C:16]([F:17])([F:18])[F:19])[c:6]2[cH:7][c:8]([S:12](=[O:13])(=[O:14])[N:24]3[CH2:23][CH2:22][CH2:21][CH2:26][CH2:25]3)[cH:9][cH:10][c:11]12. Yields the product Cn1c(=O)cc(C(F)(F)F)c2cc(S(=O)(=O)N3CCCCC3)ccc21. Starting materials: C1CCNCC1, Cn1c(=O)cc(C(F)(F)F)c2cc(S(=O)(=O)Cl)ccc21, CCOC(C)=O, CN(C)C=O. Starting materials: C(C1=CC=CC=C1)S (benzylmercaptan), [OH-].[Na+] (sodium hydroxide), CC1(CCCCC1)Cl (2-methyl-2-chlorocyclohexane). Run in C(C)O (ethanol), C(C)O (ethanol). Run at time 15 minute. Product: CC1(C(CCCC1)=O)SCC1=CC=CC=C1 (2-methyl-2-benzylthiocyclohexanone). Yield: 78.0%. As a reaction SMILES: [CH3:1][C:2]1(Cl)[CH2:7][CH2:6][CH2:5][CH2:4][CH2:3]1.[CH2:9]([SH:16])[C:10]1[CH:15]=[CH:14][CH:13]=[CH:12][CH:11]=1.[OH-:17].[Na+]>C(O)C>[CH3:1][C:2]1([S:16][CH2:9][C:10]2[CH:15]=[CH:14][CH:13]=[CH:12][CH:11]=2)[CH2:7][CH2:6][CH2:5][CH2:4][C:3]1=[O:17] |f:2.3|. Procedure: 36.5 g of 2-methyl-2-chlorocyclohexane are dissolved in 70 ml ethanol. To this solution is added a mixture of 82 g benzylmercaptan 26.4 g of sodium hydroxide and 330 ml ethanol and the whole is heated to reflux. A pink colour appears after 15 minutes and the mixture is then allowed to cool to room temperature and the solvent is distilled off. The oily residue is taken up in 400 ml water and the resulting suspension is extracted with methylene chloride. The organic phases are united, washed with ...